From a dataset of the Open Reaction Database (ORD), a public repository of structured organic reaction records. describe an organic reaction: reactants, conditions, products, and yield Reactants: CCOC(=O)C(F)(F)F, FC(F)C(F)(F)n1ccnc1, FC(F)=C(F)F, [K], C1CCOC1, c1c[nH]cn1. The product is FC(F)=C(F)n1ccnc1. Reaction SMILES: [F:13][C:14]([F:15])([F:16])[C:17]([O:18][CH2:19][CH3:20])=[O:21].[F:22][C:23]([CH:24]([F:25])[F:26])([F:27])[n:28]1[cH:29][n:30][cH:31][cH:32]1.[F:7][C:8]([F:9])=[C:10]([F:11])[F:12].[K:1].[O:33]1[CH2:34][CH2:35][CH2:36][CH2:37]1.[nH:2]1[cH:3][cH:4][n:5][cH:6]1>>[F:22][C:23](=[C:24]([F:25])[F:26])[n:28]1[cH:29][n:30][cH:31][cH:32]1. The reactants are CCCc1nc2cc(NS(=O)(=O)c3ccc(F)cc3)ccc2n1CC(=O)OC(C)(C)C, CC#N, CCOC(C)=O, ClCc1cccc(Cl)c1, [K+], [K+], O=C([O-])[O-], O. Product: CCCc1nc2cc(N(Cc3cccc(Cl)c3)S(=O)(=O)c3ccc(F)cc3)ccc2n1CC(=O)OC(C)(C)C. RXN SMILES: [C:16]([CH3:17])([CH3:18])([CH3:19])[O:20][C:21]([CH2:22][n:23]1[c:24]([CH2:43][CH2:44][CH3:45])[n:25][c:26]2[c:27]1[cH:28][cH:29][c:30]([NH:32][S:33](=[O:34])(=[O:35])[c:36]1[cH:37][cH:38][c:39]([F:42])[cH:40][cH:41]1)[cH:31]2)=[O:46].[CH3:47][C:48]#[N:49].[CH3:50][CH2:51][O:52][C:53]([CH3:54])=[O:55].[Cl:1][c:2]1[cH:3][c:4]([CH2:5][Cl:6])[cH:7][cH:8][cH:9]1.[K+:10].[K+:11].[O-:12][C:13]([O-:14])=[O:15].[OH2:56]>>[Cl:1][c:2]1[cH:3][c:4]([CH2:5][N:32]([c:30]2[cH:29][cH:28][c:27]3[n:23]([CH2:22][C:21]([O:20][C:16]([CH3:17])([CH3:18])[CH3:19])=[O:46])[c:24]([CH2:43][CH2:44][CH3:45])[n:25][c:26]3[cH:31]2)[S:33](=[O:34])(=[O:35])[c:36]2[cH:37][cH:38][c:39]([F:42])[cH:40][cH:41]2)[cH:7][cH:8][cH:9]1. Reactants: C1CCNC1, CC(C)O, COc1ccc2c(-n3cnc(C)c3)nc(C#N)c(Cl)c2c1. Product: COc1ccc2c(-n3cnc(C)c3)nc(C#N)c(N3CCCC3)c2c1. RXN SMILES: [CH2:22]1[CH2:23][CH2:24][NH:25][CH2:26]1.[CH:27]([OH:28])([CH3:29])[CH3:30].[Cl:1][c:2]1[c:3]([C:20]#[N:21])[n:4][c:5](-[n:14]2[cH:15][n:16][c:17]([CH3:19])[cH:18]2)[c:6]2[cH:7][cH:8][c:9]([O:12][CH3:13])[cH:10][c:11]12>>[c:2]1([N:25]2[CH2:24][CH2:23][CH2:22][CH2:26]2)[c:3]([C:20]#[N:21])[n:4][c:5](-[n:14]2[cH:15][n:16][c:17]([CH3:19])[cH:18]2)[c:6]2[cH:7][cH:8][c:9]([O:12][CH3:13])[cH:10][c:11]12.